From a dataset of the Open Reaction Database (ORD), a public repository of structured organic reaction records. describe an organic reaction: reactants, conditions, products, and yield Conditions: time 0.5 hour. As a reaction SMILES: [SH:1][C:2]([CH3:12])([CH3:11])[CH2:3][CH2:4][CH2:5][CH:6]([CH3:10])[CH2:7][CH:8]=O.[CH2:13]([O:15][C:16]([CH:18]=[C:19]([CH3:31])[CH2:20]P(=O)(OC(C)C)OC(C)C)=[O:17])[CH3:14].CN(C)C=O.[OH-].[Na+]>CCCCCC.O>[SH:1][C:2]([CH3:11])([CH3:12])[CH2:3][CH2:4][CH2:5][CH:6]([CH3:10])[CH2:7][CH:8]=[CH:20][C:19]([CH3:31])=[CH:18][C:16]([O:15][CH2:13][CH3:14])=[O:17] |f:3.4,5.6|. The solvent is CCCCCC.O (hexane water). Procedure: A mixture of 5 g. of 7-mercapto-3,7-dimethyloctan-1-al 8.5 g. of di-isopropyl 3-ethoxycarbonyl-2-methylprop-2-enyl-phosphonate, and 40 ml. of dimethylformamide, under nitrogen and cooled in an ice-bath, is stirred for 0.5 hours and then ground NaOH (1.165g.) is added. The reaction mixture is stirred at room temperature for 3 hours and then hexane-water (1/1) added. The organic layer is washed with water and brine, dried over calcium sulfate and concentrated. The concentrate is filitered through ... The product is SC(CCCC(CC=CC(=CC(=O)OCC)C)C)(C)C (ethyl 11-mercapto-3,7,11-trimethyldodeca-2,4 -dienoate). Starting materials: SC(CCCC(CC=O)C)(C)C (7-mercapto-3,7-dimethyloctan-1-al), [OH-].[Na+] (NaOH), C(C)OC(=O)C=C(CP(OC(C)C)(OC(C)C)=O)C (di-isopropyl 3-ethoxycarbonyl-2-methylprop-2-enyl-phosphonate), CN(C=O)C (dimethylformamide). Reactants: CC(=O)OC(=O)C (Ac2O), [BH4-].[Na+] (sodium borohydride), CC1(OC[C@@H](O1)[C@@H]2[C@@H]([C@@H]3[C@H](O2)OC(O3)(C)C)O)C (1,2:5,6-di-O-isopropylidene-α-D-glucofuranose), C(Cl)Cl (DCM). Solvent: C(Cl)Cl.CO (DCM MeOH), CS(=O)C (DMSO), O (water). Reaction conditions: temperature 0 celsius. The product is CC1(OC[C@@H](O1)[C@@H]2[C@H]([C@@H]3[C@H](O2)OC(O3)(C)C)O)C (1,2:5,6-di-O-isopropylidene-α-D-allofuranose). The yield is 58.0%. As a reaction SMILES: [CH3:1][C:2]1([CH3:18])[O:6][C@@H:5]([C@H:7]2[O:11][C@@H:10]3[O:12][C:13]([CH3:16])([CH3:15])[O:14][C@@H:9]3[C@H:8]2[OH:17])[CH2:4][O:3]1.CC(OC(C)=O)=O.C(Cl)Cl.[BH4-].[Na+]>CS(C)=O.O.C(Cl)Cl.CO>[CH3:1][C:2]1([CH3:18])[O:6][C@@H:5]([C@H:7]2[O:11][C@@H:10]3[O:12][C:13]([CH3:16])([CH3:15])[O:14][C@@H:9]3[C@@H:8]2[OH:17])[CH2:4][O:3]1 |f:3.4,7.8|. Procedure details: 1,2:5,6-di-O-isopropylidene-α-D-glucofuranose 260 g (1 mole) was stirred for 24 h in DMSO 2000 ml and Ac2O 500 ml (5 mole) at RT. By that time, TLC (DCM (dichloromethane)/MeOH 95:5) indicated complete reaction of the starting material. The solution was then cooled to 0° C. and sodium borohydride 16 g (0.42 mole) was added portion wise. By that time, TLC (DCM/MeOH 95:5) indicated complete formation of the target compound, approx. 1 h, water 2500 ml was added and the solution was extracted with DC... Reactants: OOS(=O)[O-].[K+] (oxone), [Na+].[Br-] (NaBr), CC(=O)C (acetone), COC1=CC(=C(C=C1)C(C)=O)C (4′-methoxy-2′-methylacetophenone). The solvent is C(C)(=O)OCC (ethyl acetate), O (water). Run at time 1 hour. Product: BrC=1C(=CC(=C(C1)C(C)=O)C)OC (5′-bromo-4′-methoxy-2′-methylacetophenone). Yield: 90.7%. RXN SMILES: OOS([O-])=O.[K+].[Na+].[Br-:8].CC(C)=O.[CH3:13][O:14][C:15]1[CH:20]=[CH:19][C:18]([C:21](=[O:23])[CH3:22])=[C:17]([CH3:24])[CH:16]=1>C(OCC)(=O)C.O>[Br:8][C:20]1[C:15]([O:14][CH3:13])=[CH:16][C:17]([CH3:24])=[C:18]([C:21](=[O:23])[CH3:22])[CH:19]=1 |f:0.1,2.3|. Procedure details: Alternatively, 5-bromo-4-methoxy-2-methylbenzoic acid can be synthesized from 4′-hydroxy-2′-methylacetophenone as a starting material. Potassium carbonate (0.720 mg, 5.21 mmol) and methyl iodide (0.542 g, 3.82 mmol) were added to an acetone (10 mL) solution of 4′-hydroxy-2′-methylacetophenone (0.552 g, 3.47 mmol) and stirred at room temperature for 12 hours. Methyl iodide (0.24 g, 1.73 mmol) was further added, and the mixture was heated to reflux for two hours. After cooled to room temperature, ... The reactants are CI, CC(C)=O, c1ccc(N2CCc3ccccc3C2)cc1. Yields the product [I-], C[N+]1(c2ccccc2)CCc2ccccc2C1. RXN SMILES: [CH3:17][I:18].[CH3:19][C:20](=[O:21])[CH3:22].[c:1]1([N:7]2[CH2:8][c:9]3[cH:10][cH:11][cH:12][cH:13][c:14]3[CH2:15][CH2:16]2)[cH:2][cH:3][cH:4][cH:5][cH:6]1>>[I-:18].[c:1]1([N+:7]2([CH3:17])[CH2:8][c:9]3[cH:10][cH:11][cH:12][cH:13][c:14]3[CH2:15][CH2:16]2)[cH:2][cH:3][cH:4][cH:5][cH:6]1. The reactants are CC(=O)O[BH-](OC(C)=O)OC(C)=O, Cc1ccc2c(c1)Nc1c(cnn1C)CN2C(=O)c1ccc(CCC(=O)N2CCNCC2)c(C)c1, CCC=O, CCN(C(C)C)C(C)C, ClCCCl, [Na+], CN(C)C=O. The product is CCCN1CCN(C(=O)CCc2ccc(C(=O)N3Cc4cnn(C)c4Nc4cc(C)ccc43)cc2C)CC1. RXN SMILES: [C:40]([O:41][BH-:42]([O:43][C:44](=[O:45])[CH3:46])[O:47][C:48](=[O:49])[CH3:50])(=[O:51])[CH3:52].[CH3:5][n:6]1[n:7][cH:8][c:9]2[c:15]1[NH:14][c:13]1[c:12]([cH:19][cH:18][c:17]([CH3:20])[cH:16]1)[N:11]([C:21](=[O:22])[c:23]1[cH:24][c:25]([CH3:39])[c:26]([CH2:29][CH2:30][C:31](=[O:32])[N:33]3[CH2:34][CH2:35][NH:36][CH2:37][CH2:38]3)[cH:27][cH:28]1)[CH2:10]2.[CH:1]([CH2:2][CH3:3])=[O:4].[CH:58]([N:59]([CH2:60][CH3:61])[CH:62]([CH3:63])[CH3:64])([CH3:65])[CH3:66].[Cl:54][CH2:55][CH2:56][Cl:57].[Na+:53].[O:67]=[CH:68][N:69]([CH3:70])[CH3:71]>>[CH2:1]([CH2:2][CH3:3])[N:36]1[CH2:35][CH2:34][N:33]([C:31]([CH2:30][CH2:29][c:26]2[c:25]([CH3:39])[cH:24][c:23]([C:21]([N:11]3[CH2:10][c:9]4[cH:8][n:7][n:6]([CH3:5])[c:15]4[NH:14][c:13]4[c:12]3[cH:19][cH:18][c:17]([CH3:20])[cH:16]4)=[O:22])[cH:28][cH:27]2)=[O:32])[CH2:38][CH2:37]1.